The task is: describe an organic reaction: reactants, conditions, products, and yield. This data is from the Open Reaction Database (ORD), a public repository of structured organic reaction records. Reactants: N1N=CC=C1 (pyrazole), CN(CCCN)C (3-(dimethylamino)propylamine), C(C1=CC=CC=C1)(=O)N1N=CC2=C1N=CC=1C(=NC=3N(C12)N=CN3)OC3=CC=CC=C3 (8-Benzoyl-5-phenyloxy-8H-pyrazolo[4',3':5,6]pyrido-[3,4-e][1,2,4]triazolo[1,5-a]pyrimidine). The product is C(C)N1N=CC2=C1N=CC=1C(=NC=3N(C12)N=CN3)N3N=CC=C3 (8-ethyl-5-(1-pyrazolyl)-8H-pyrazolo[4',3':5,6]pyrido[3,4-e][1,2,4]-triazolo[1,5-a]pyrimidine). As a reaction SMILES: N1C=CC=N1.C[N:7]([CH3:12])[CH2:8][CH2:9][CH2:10][NH2:11].[C:13]([N:21]1[C:25]2[N:26]=[CH:27][C:28]3C(OC4C=CC=CC=4)=[N:30][C:31]4[N:32]([N:34]=[CH:35][N:36]=4)[C:33]=3[C:24]=2[CH:23]=[N:22]1)(=O)[C:14]1C=CC=CC=1>>[CH2:13]([N:21]1[C:25]2[N:26]=[CH:27][C:28]3[C:12]([N:7]4[CH:8]=[CH:9][CH:10]=[N:11]4)=[N:30][C:31]4[N:32]([N:34]=[CH:35][N:36]=4)[C:33]=3[C:24]=2[CH:23]=[N:22]1)[CH3:14]. Procedure: By substituting pyrazole for the 3-(dimethylamino)propylamine in the procedure of Example 1 (c), 8-ethyl-5-(1-pyrazolyl)-8H-pyrazolo[4',3':5,6]pyrido[3,4-e][1,2,4]-triazolo[1,5-a]pyrimidine is obtained. The reactants are CC(C)(C)C(=O)Cl, ClCCl, Nc1ncccc1C=O. The product is CC(C)(C)C(=O)Nc1ncccc1C=O. RXN SMILES: [C:10]([C:11]([CH3:12])([CH3:13])[CH3:14])(=[O:15])[Cl:16].[Cl:17][CH2:18][Cl:19].[NH2:1][c:2]1[n:3][cH:4][cH:5][cH:6][c:7]1[CH:8]=[O:9]>>[NH:1]([c:2]1[n:3][cH:4][cH:5][cH:6][c:7]1[CH:8]=[O:9])[C:10]([C:11]([CH3:12])([CH3:13])[CH3:14])=[O:15]. Reactants: CN (methylamine), C(C)NC(=NC#N)NCCSCC=1N=C(SC1)CN(C)C (N-ethyl-N'-2-([2-(dimethylaminomethyl)-4-thiazolyl]methylthio)ethyl-N"-cyanoguanidine). Yields the product CNC(=NC#N)NCCSCC=1N=C(SC1)CN(C)C (N-methyl-N'-2-([2-(dimethylaminomethyl)-4-thiazolyl]methylthio)ethyl-N"-cyanoguanidine). RXN SMILES: CN.[CH2:3]([NH:5][C:6]([NH:10][CH2:11][CH2:12][S:13][CH2:14][C:15]1[N:16]=[C:17]([CH2:20][N:21]([CH3:23])[CH3:22])[S:18][CH:19]=1)=[N:7][C:8]#[N:9])C>>[CH3:3][NH:5][C:6]([NH:10][CH2:11][CH2:12][S:13][CH2:14][C:15]1[N:16]=[C:17]([CH2:20][N:21]([CH3:22])[CH3:23])[S:18][CH:19]=1)=[N:7][C:8]#[N:9]. Procedure details: Following the above procedure, but substituting ethylamine for methylamine in the reaction with N-2-([2-(dimethylaminomethyl)-4-thiazolyl]methylthio)ethyl-N'-cyanocarbamidothioate, N-ethyl-N'-2-([2-(dimethylaminomethyl)-4-thiazolyl]methylthio)ethyl-N"-cyanoguanidine was prepared. The reactants are CS(=O)(=O)C=1C=CC(=C(C(=O)O)C1)N1CCCC1 (5-Methanesulfonyl-2-pyrrolidin-1-yl-benzoic acid), 2-Chloro-5-(methane-2-sulfonyl)-benzoic acid, N1CCOCC1 (morpholine). Yields the product CS(=O)(=O)C=1C=CC(=C(C(=O)O)C1)N1CCOCC1 (5-Methanesulfonyl-2-morpholin-4-yl-benzoic acid). Yield: 80.0%. As a reaction SMILES: [CH3:1][S:2]([C:5]1[CH:6]=[CH:7][C:8]([N:14]2[CH2:18][CH2:17][CH2:16][CH2:15]2)=[C:9]([CH:13]=1)[C:10]([OH:12])=[O:11])(=[O:4])=[O:3].N1CC[O:22]CC1>>[CH3:1][S:2]([C:5]1[CH:6]=[CH:7][C:8]([N:14]2[CH2:18][CH2:17][O:22][CH2:16][CH2:15]2)=[C:9]([CH:13]=1)[C:10]([OH:12])=[O:11])(=[O:4])=[O:3]. Reported procedure: The title compound was synthesised according to the procedure described for the synthesis of 5-Methanesulfonyl-2-pyrrolidin-1-yl-benzoic acid from 2-Chloro-5-(methane-2-sulfonyl)-benzoic acid and morpholine and obtained in 80% yield. MS (m/e): 284.1 (MH−, 100%). Starting materials: NC1=C(CO)C=C(C=C1C)I (2-amino-5-iodo-3-methylbenzyl alcohol). Reagents/catalysts: [O-2].[O-2].[Mn+4] (manganese dioxide). The solvent is ClCCl (dichloromethane). Conditions: time 3 day. The product is NC1=C(C=O)C=C(C=C1C)I (2-Amino-5-iodo-3-methylbenzaldehyde). RXN SMILES: [NH2:1][C:2]1[C:9]([CH3:10])=[CH:8][C:7]([I:11])=[CH:6][C:3]=1[CH2:4][OH:5]>ClCCl.[O-2].[O-2].[Mn+4]>[NH2:1][C:2]1[C:9]([CH3:10])=[CH:8][C:7]([I:11])=[CH:6][C:3]=1[CH:4]=[O:5] |f:2.3.4|. Procedure: Freshly dried manganese dioxide (3.3 g) was added to a solution of 2-amino-5-iodo-3-methylbenzyl alcohol (2.0 g) in dichloromethane (50 cm3) under nitrogen and the mixture was stirred for 3 days at room temperature. The mixture was filtered, the filtrate evaporated to dryness, and the solid residue was chromatographed on silica (Merck "MK 60.9385" [Trade Mark]) eluting with dichloromethane. Combination and evaporation of appropriate fractions afforded the title compound, m.p. 134° (1.6 g). Starting materials: C=CCSC1CC(=O)N1C(C(=S)OCc1ccc([N+](=O)[O-])cc1)=C(Oc1ccc(OC)cc1)C(=O)C(C)(C)C, CCOC(C)=O, O=C(OO)c1cccc(Cl)c1. Product: C=CCS(=O)C1CC(=O)N1C(C(=S)OCc1ccc([N+](=O)[O-])cc1)=C(Oc1ccc(OC)cc1)C(=O)C(C)(C)C. RXN SMILES: [CH2:1]([CH:2]=[CH2:3])[S:4][CH:5]1[CH2:6][C:7](=[O:39])[N:8]1[C:9]([C:10](=[S:11])[O:12][CH2:13][c:14]1[cH:15][cH:16][c:17]([N+:20](=[O:21])[O-:22])[cH:18][cH:19]1)=[C:23]([C:24]([C:25]([CH3:26])([CH3:27])[CH3:28])=[O:29])[O:30][c:31]1[cH:32][cH:33][c:34]([O:37][CH3:38])[cH:35][cH:36]1.[CH3:51][CH2:52][O:53][C:54](=[O:55])[CH3:56].[Cl:40][c:41]1[cH:42][c:43]([C:48](=[O:45])[O:49][OH:50])[cH:44][cH:46][cH:47]1>>[CH2:1]([CH:2]=[CH2:3])[S:4]([CH:5]1[CH2:6][C:7](=[O:39])[N:8]1[C:9]([C:10](=[S:11])[O:12][CH2:13][c:14]1[cH:15][cH:16][c:17]([N+:20](=[O:21])[O-:22])[cH:18][cH:19]1)=[C:23]([C:24]([C:25]([CH3:26])([CH3:27])[CH3:28])=[O:29])[O:30][c:31]1[cH:32][cH:33][c:34]([O:37][CH3:38])[cH:35][cH:36]1)=[O:45]. Reactants: C(CCCCCCCCCCC)N1[C@@H](C[C@@H](C1)OC1=CC=C(C=C1)\C=C\C(C(F)(F)F)O)C(=O)OC ((2S, 4S)-1-N-Dodecyl-4-[4-(E)-[3-hydroxy-4,4,4-trifluorobut-1-en-1-yl]phenoxy]pyrrolidine-2-carboxylic acid, methyl ester), C(CCCCCCCCCCC)N(CCOC1=CC=C(C=C1)CCC(C(F)(F)F)O)CCCC(=O)OCC (4-[N-dodecyl-N-2-[4-[3-hydroxy-4,4,4-trifluorobutyl]phenoxy] ethylamino]-butanoic acid, ethyl ester). Yields the product C(CCCCCCCCCCC)N1[C@@H](C[C@@H](C1)OC1=CC=C(C=C1)CCC(C(F)(F)F)O)C(=O)OC ((2S, 4S)-1-N-Dodecyl-4-[4-[3-hydroxy-4,4,4-trifluoro-1-butyl]phenoxy]pyrrolidine2-carboxylic acid, methyl ester). The yield is 99.0%. As a reaction SMILES: [CH2:1]([N:13]1[CH2:17][C@@H:16]([O:18][C:19]2[CH:24]=[CH:23][C:22](/[CH:25]=[CH:26]/[CH:27]([OH:32])[C:28]([F:31])([F:30])[F:29])=[CH:21][CH:20]=2)[CH2:15][C@H:14]1[C:33]([O:35][CH3:36])=[O:34])[CH2:2][CH2:3][CH2:4][CH2:5][CH2:6][CH2:7][CH2:8][CH2:9][CH2:10][CH2:11][CH3:12].C(N(CCCC(OCC)=O)CCOC1C=CC(CCC(O)C(F)(F)F)=CC=1)CCCCCCCCCCC>>[CH2:1]([N:13]1[CH2:17][C@@H:16]([O:18][C:19]2[CH:20]=[CH:21][C:22]([CH2:25][CH2:26][CH:27]([OH:32])[C:28]([F:29])([F:31])[F:30])=[CH:23][CH:24]=2)[CH2:15][C@H:14]1[C:33]([O:35][CH3:36])=[O:34])[CH2:2][CH2:3][CH2:4][CH2:5][CH2:6][CH2:7][CH2:8][CH2:9][CH2:10][CH2:11][CH3:12]. Reported procedure: (2S, 4S)-1-N-Dodecyl-4-[4-(E)-[3-hydroxy-4,4,4-trifluorobut-1-en-1-yl]phenoxy]pyrrolidine-2-carboxylic acid, methyl ester (552 mg., 1.07 mmol) was hydrogenated as described in the preparation of 4-[N-dodecyl-N-2-[4-[3-hydroxy-4,4,4-trifluorobutyl]phenoxy] ethylamino]-butanoic acid, ethyl ester and afforded the title compound (546 mg, 99%) as a clear oil. [a]D=−89.0° (c 0.4, CHCl3)